This data is from the Open Reaction Database (ORD), a public repository of structured organic reaction records. The task is: describe an organic reaction: reactants, conditions, products, and yield Reaction SMILES: [NH2:1][C:2]1[C:10]2[C:5](=[CH:6][C:7]([Cl:11])=[CH:8][CH:9]=2)[N:4](C(OCC)=O)[C:3]=1[C:17](=[O:25])[C:18]1[CH:23]=[CH:22][CH:21]=[C:20]([CH3:24])[CH:19]=1.[CH3:26][S:27](Cl)(=[O:29])=[O:28]>>[Cl:11][C:7]1[CH:6]=[C:5]2[C:10]([C:2]([NH:1][S:27]([CH3:26])(=[O:29])=[O:28])=[C:3]([C:17](=[O:25])[C:18]3[CH:23]=[CH:22][CH:21]=[C:20]([CH3:24])[CH:19]=3)[NH:4]2)=[CH:9][CH:8]=1. Product: ClC1=CC=C2C(=C(NC2=C1)C(C1=CC(=CC=C1)C)=O)NS(=O)(=O)C (N-[6-Chloro-2-(3-Methylbenzoyl)-1H-Indol-3-Yl]Methanesulfonamide). Procedure: The title compound was prepared according to the procedure described in Example 33 from ethyl 3-amino-6-chloro-2-(3-methylbenzoyl)-1H-indole-1-carboxylate (step 1 of Example 3) and methanesulfonyl chloride. Reactants: NC1=C(N(C2=CC(=CC=C12)Cl)C(=O)OCC)C(C1=CC(=CC=C1)C)=O (ethyl 3-amino-6-chloro-2-(3-methylbenzoyl)-1H-indole-1-carboxylate), CS(=O)(=O)Cl (methanesulfonyl chloride). Reactants: COC1=CC=C(CN(C2=NC=CC=C2)CCN(CCCCCCN)C)C=C1 (N-[2-[N-(4-methoxybenzyl)-N-(2-pyridyl)amino]ethyl]-N-methyl-1,6-hexanediamine), C(#N)NC(OC1=CC=CC=C1)=NCCSCC=1N=C(SC1)NC(=N)N (N-cyano-N'-[2-[[(2-guanidino-4-thiazolyl)methyl]thio]ethyl]-O-phenyl-isourea). Product: C(#N)NC(=NCCCCCCN(C)CCN(C1=NC=CC=C1)CC1=CC=C(C=C1)OC)NCCSCC=1N=C(SC1)NC(=N)N (N-cyano-N'-[2-[[(2-guanidino-4-thiazolyl)methyl]thio]ethyl]-N"-[6-[N-[2-[N-(4-methoxybenzyl)-N-(2-pyridyl)amino]ethyl]-N-methylamino]hexyl]-guanidine). RXN SMILES: [CH3:1][O:2][C:3]1[CH:27]=[CH:26][C:6]([CH2:7][N:8]([CH2:15][CH2:16][N:17]([CH3:25])[CH2:18][CH2:19][CH2:20][CH2:21][CH2:22][CH2:23][NH2:24])[C:9]2[CH:14]=[CH:13][CH:12]=[CH:11][N:10]=2)=[CH:5][CH:4]=1.[C:28]([NH:30][C:31](=[N:39][CH2:40][CH2:41][S:42][CH2:43][C:44]1[N:45]=[C:46]([NH:49][C:50]([NH2:52])=[NH:51])[S:47][CH:48]=1)OC1C=CC=CC=1)#[N:29]>>[C:28]([NH:30][C:31]([NH:39][CH2:40][CH2:41][S:42][CH2:43][C:44]1[N:45]=[C:46]([NH:49][C:50]([NH2:52])=[NH:51])[S:47][CH:48]=1)=[N:24][CH2:23][CH2:22][CH2:21][CH2:20][CH2:19][CH2:18][N:17]([CH2:16][CH2:15][N:8]([CH2:7][C:6]1[CH:26]=[CH:27][C:3]([O:2][CH3:1])=[CH:4][CH:5]=1)[C:9]1[CH:14]=[CH:13][CH:12]=[CH:11][N:10]=1)[CH3:25])#[N:29]. Procedure: Preparation is effected analogously to Example 1, using 0.57 g (1.5 mmol) of N-[2-[N-(4-methoxybenzyl)-N-(2-pyridyl)amino]ethyl]-N-methyl-1,6-hexanediamine and the equimolar amount of N-cyano-N'-[2-[[(2-guanidino-4-thiazolyl)methyl]thio]ethyl]-O-phenyl-isourea as starting materials. Working up by chromatography analogously to Example 1 yields the purified title compound in the form of a viscous oil that crystallises from ether at -20° C.; MS (+FAB method): m/z (rel. int. [%])=652 ([M+H]+, 12), 1... Product: CC(C)(CC=O)NC(=O)OC(C)(C)C. The reactants are CC(C)(CCO)NC(=O)OC(C)(C)C, ClCCl, [Na+], [Na+], [Na+], O=C([O-])O, O=S([O-])([O-])=S, O. RXN SMILES: [C:1]([CH3:2])([CH3:3])([CH3:4])[O:5][C:6]([NH:7][C:8]([CH2:9][CH2:10][OH:11])([CH3:12])[CH3:13])=[O:14].[Cl:28][CH2:29][Cl:30].[Na+:20].[Na+:21].[Na+:22].[O-:16][C:17]([OH:18])=[O:19].[O-:23][S:24]([O-:25])(=[S:26])=[O:27].[OH2:15]>>[C:1]([CH3:2])([CH3:3])([CH3:4])[O:5][C:6]([NH:7][C:8]([CH2:9][CH:10]=[O:11])([CH3:12])[CH3:13])=[O:14]. Starting materials: FC1=CC=C(C=C1)N1C=C(C(C2=CC(=C(C(=C12)F)F)F)=O)C(=O)O (1-(4-fluorophenyl)-6,7,8-trifluoro-1,4- dihydro-4-oxoquinoline-3-carboxylic acid), NC1=C2CNCC2=CC=C1 (4-amino isoindoline), C1CCC2=NCCCN2CC1 (DBU). The solvent is CN(C)C=O (DMF). Product: NC1=C2CN(CC2=CC=C1)C1=C(C=C2C(C(=CN(C2=C1F)C1=CC=C(C=C1)F)C(=O)O)=O)F (7-(4-amino-2-isoindolinyl)-1-(4-fluorophenyl)-6,8-difluoro-1,4-dihydro-4-oxoquinoline-3-carboxylic acid). Isolated yield 43.1%. RXN SMILES: [F:1][C:2]1[CH:7]=[CH:6][C:5]([N:8]2[C:17]3[C:12](=[CH:13][C:14]([F:20])=[C:15](F)[C:16]=3[F:18])[C:11](=[O:21])[C:10]([C:22]([OH:24])=[O:23])=[CH:9]2)=[CH:4][CH:3]=1.[NH2:25][C:26]1[CH:34]=[CH:33][CH:32]=[C:31]2[C:27]=1[CH2:28][NH:29][CH2:30]2.C1CCN2C(=NCCC2)CC1>CN(C=O)C>[NH2:25][C:26]1[CH:34]=[CH:33][CH:32]=[C:31]2[C:27]=1[CH2:28][N:29]([C:15]1[C:16]([F:18])=[C:17]3[C:12]([C:11](=[O:21])[C:10]([C:22]([OH:24])=[O:23])=[CH:9][N:8]3[C:5]3[CH:6]=[CH:7][C:2]([F:1])=[CH:3][CH:4]=3)=[CH:13][C:14]=1[F:20])[CH2:30]2. Procedure details: 170 mg of 1-(4-fluorophenyl)-6,7,8-trifluoro-1,4- dihydro-4-oxoquinoline-3-carboxylic acid, 81 mg of 4-amino isoindoline, 137 mg of DBU, and 1.5 ml of anhydrous DMF were processed in the same manner as in Example 20 to produce 98 mg of the target compound. The reactants are CC(C)(C)OC(=O)N1CCCC(C(=O)O)C1, CNOC, CCN=C=NCCCN(C)C, CCOC(C)=O, CCN(C(C)C)C(C)C, ClCCl, Cl, Cl. Product: CON(C)C(=O)C1CCCN(C(=O)OC(C)(C)C)C1. Reaction SMILES: [C:1]([CH3:2])([CH3:3])([CH3:4])[O:5][C:6](=[O:7])[N:8]1[CH2:9][CH:10]([C:14](=[O:15])[OH:16])[CH2:11][CH2:12][CH2:13]1.[CH3:18][NH:19][O:20][CH3:21].[CH3:22][CH2:23][N:24]=[C:25]=[N:26][CH2:27][CH2:28][CH2:29][N:30]([CH3:31])[CH3:32].[CH3:46][CH2:47][O:48][C:49]([CH3:50])=[O:51].[CH:34]([N:35]([CH:36]([CH3:37])[CH3:38])[CH2:39][CH3:40])([CH3:41])[CH3:42].[Cl:43][CH2:44][Cl:45].[ClH:17].[ClH:33]>>[C:1]([CH3:2])([CH3:3])([CH3:4])[O:5][C:6](=[O:7])[N:8]1[CH2:9][CH:10]([C:14](=[O:16])[N:19]([CH3:18])[O:20][CH3:21])[CH2:11][CH2:12][CH2:13]1. Starting materials: CO, C[O-], CS(C)=O, Cl, O=C(O)c1ccc(C(F)(F)F)c(F)c1, [Na+]. Yields the product COc1cc(C(=O)O)ccc1C(F)(F)F. RXN SMILES: [CH3:19][OH:20].[CH3:1][O-:2].[CH3:21][S:22]([CH3:23])=[O:24].[ClH:18].[F:4][c:5]1[cH:6][c:7]([C:8](=[O:9])[OH:10])[cH:11][cH:12][c:13]1[C:14]([F:15])([F:16])[F:17].[Na+:3]>>[CH3:1][O:2][c:5]1[cH:6][c:7]([C:8](=[O:9])[OH:10])[cH:11][cH:12][c:13]1[C:14]([F:15])([F:16])[F:17]. Starting materials: Cl.ClC1=C(C(=O)O)C=CC(=C1)OC1CCN(CC1)C(C)C (2-Chloro-4-[(1-isopropyl-4-piperidinyl)oxy]benzoic acid hydrochloride). Run in S(=O)(Cl)Cl (thionyl chloride). Yields the product Cl.ClC1=C(C(=O)Cl)C=CC(=C1)OC1CCN(CC1)C(C)C (2-Chloro-4-[(1-isopropyl-4-piperidinyl)oxy]benzoyl chloride hydrochloride). Isolated yield 199.0%. RXN SMILES: [ClH:1].[Cl:2][C:3]1[CH:11]=[C:10]([O:12][CH:13]2[CH2:18][CH2:17][N:16]([CH:19]([CH3:21])[CH3:20])[CH2:15][CH2:14]2)[CH:9]=[CH:8][C:4]=1[C:5](O)=[O:6]>S(Cl)(Cl)=O>[ClH:2].[Cl:2][C:3]1[CH:11]=[C:10]([O:12][CH:13]2[CH2:18][CH2:17][N:16]([CH:19]([CH3:21])[CH3:20])[CH2:15][CH2:14]2)[CH:9]=[CH:8][C:4]=1[C:5]([Cl:1])=[O:6] |f:0.1,3.4|. Reported procedure: 2-Chloro-4-[(1-isopropyl-4-piperidinyl)oxy]benzoic acid hydrochloride (D32) (0.20 g) was dissolved in thionyl chloride (10 ml) and heated under reflux for 1.5 h. The thionyl chloride was removed by evaporation and the residue was evaporated from DCM (3×10 ml) to give the title compound (D33) (0.21 g).